This data is from the Open Reaction Database (ORD), a public repository of structured organic reaction records. The task is: describe an organic reaction: reactants, conditions, products, and yield Reactants: COCC(=O)Cl, Nc1nc2ccc([N+](=O)[O-])cc2s1, c1ccncc1. Product: COCC(=O)Nc1nc2ccc([N+](=O)[O-])cc2s1. RXN SMILES: [CH3:14][O:15][CH2:16][C:17](=[O:18])[Cl:19].[NH2:1][c:2]1[s:3][c:4]2[c:5]([n:6]1)[cH:7][cH:8][c:9]([N+:11](=[O:12])[O-:13])[cH:10]2.[cH:20]1[cH:21][cH:22][n:23][cH:24][cH:25]1>>[NH:1]([c:2]1[s:3][c:4]2[c:5]([n:6]1)[cH:7][cH:8][c:9]([N+:11](=[O:12])[O-:13])[cH:10]2)[C:17]([CH2:16][O:15][CH3:14])=[O:18]. The reactants are Cl (hydrochloric acid), C([O-])([O-])=O.[K+].[K+] (potassium carbonate), BrC1=CC=C(C=C1)C1=CC=C(C=C1)CCCCC (4-bromo-4′-pentylbiphenyl), cuprous iodide, N1CCCCC1 (piperidine). The reagents and catalysts are C=1C=CC(=CC1)[P](C=2C=CC=CC2)(C=3C=CC=CC3)[Pd]([P](C=4C=CC=CC4)(C=5C=CC=CC5)C=6C=CC=CC6)([P](C=7C=CC=CC7)(C=8C=CC=CC8)C=9C=CC=CC9)[P](C=1C=CC=CC1)(C=1C=CC=CC1)C=1C=CC=CC1 (tetrakis(triphenylphosphine)palladium), C1(=CC=CC=C1)P(C1=CC=CC=C1)C1=CC=CC=C1 (triphenylphosphine). Run in ClCCl (dichloromethane), CO (methanol), C(C)(=O)OCC (ethyl acetate), O (water), C(C)(=O)OCC (ethyl acetate), O (water). Reaction conditions: temperature 90 celsius, time 2 hour. Yields the product C(CCCC)C1=CC=C(C=C1)C1=CC=C(C=C1)C#C (4-(4-Pentylphenyl)phenylacetylene). As a reaction SMILES: Br[C:2]1[CH:7]=[CH:6][C:5]([C:8]2[CH:13]=[CH:12][C:11]([CH2:14][CH2:15][CH2:16][CH2:17][CH3:18])=[CH:10][CH:9]=2)=[CH:4][CH:3]=1.Cl.C(=O)([O-])[O-].[K+].[K+].N1CCC[CH2:28][CH2:27]1>ClCCl.CO.C1C=CC([P]([Pd]([P](C2C=CC=CC=2)(C2C=CC=CC=2)C2C=CC=CC=2)([P](C2C=CC=CC=2)(C2C=CC=CC=2)C2C=CC=CC=2)[P](C2C=CC=CC=2)(C2C=CC=CC=2)C2C=CC=CC=2)(C2C=CC=CC=2)C2C=CC=CC=2)=CC=1.C1(P(C2C=CC=CC=2)C2C=CC=CC=2)C=CC=CC=1.C(OCC)(=O)C.O>[CH2:14]([C:11]1[CH:12]=[CH:13][C:8]([C:5]2[CH:6]=[CH:7][C:2]([C:27]#[CH:28])=[CH:3][CH:4]=2)=[CH:9][CH:10]=1)[CH2:15][CH2:16][CH2:17][CH3:18] |f:2.3.4,^1:40,42,61,80|. Procedure: A mixture of 4-bromo-4′-pentylbiphenyl (5.04 g), trimethylsilyacetylene (2.4 ml), tetrakis(triphenylphosphine)palladium (0.96 g), triphenylphosphine (0.22 g) and cuprous iodide (95 mg) in piperidine (10 ml) was heated for an hour under atmospheric pressure of nitrogen at 90° C. The reaction mixture was poured into a mixture of cold water and ethyl acetate, and adjusted to about pH 1 with 6N hydrochloric acid. The separated organic layer was washed with water and brine, and dried over magnesium s... The reactants are C[Al](C)C, Cc1ccccc1, [Cl-], ClCCl, O=C(Nc1cnn(Cc2coc(C(O)O)n2)c1)OCc1ccccc1Cl, N#N, [NH4+]. The product is CC(O)c1nc(Cn2cc(NC(=O)OCc3ccccc3Cl)cn2)co1. As a reaction SMILES: [CH3:29][Al:30]([CH3:31])[CH3:32].[CH3:38][c:39]1[cH:40][cH:41][cH:42][cH:43][cH:44]1.[Cl-:33].[Cl:35][CH2:36][Cl:37].[Cl:3][c:4]1[c:5]([CH2:6][O:7][C:8]([NH:9][c:10]2[cH:11][n:12][n:13]([CH2:15][c:16]3[n:17][c:18]([CH:21]([OH:22])[OH:23])[o:19][cH:20]3)[cH:14]2)=[O:24])[cH:25][cH:26][cH:27][cH:28]1.[N:1]#[N:2].[NH4+:34]>>[Cl:3][c:4]1[c:5]([CH2:6][O:7][C:8]([NH:9][c:10]2[cH:11][n:12][n:13]([CH2:15][c:16]3[n:17][c:18]([CH:21]([OH:22])[CH3:29])[o:19][cH:20]3)[cH:14]2)=[O:24])[cH:25][cH:26][cH:27][cH:28]1. The reactants are Cl.C(C1=CC=CC=C1)N1CC(OCC1)CN1C(N(C=2C1=NC=CC2)C2=CC=CC=C2)=O (4-benzyl-2-(1-phenyl-2,3-dihydro-imidazo(4,5-b)pyridin-2-on-3-yl-methyl)-morpholine hydrochloride), Cl.CN1C(N(C2=C1C=CC=C2)CC2CNCCO2)=O (2-(1-methyl-2,3-dihydrobenzimidazol-2-on-3-yl-methyl)-morpholine hydrochloride), C(\C=C/C(=O)O)(=O)O (maleic acid). The solvent is C(C)(C)O (isopropanol), C(C)(C)O (isopropanol). Yields the product C(\C=C/C(=O)O)(=O)O.C1(=CC=CC=C1)N1C(N(C2=NC=CC=C21)CC2CNCCO2)=O (2-(1-phenyl-2,3-dihydro-imidazo-(4,5-b)pyridin-2-on-3-yl-methyl)-morpholine maleate). Reaction SMILES: Cl.C([N:9]1[CH2:14][CH2:13][O:12][CH:11]([CH2:15][N:16]2[C:20]3=[N:21][CH:22]=[CH:23][CH:24]=[C:19]3[N:18]([C:25]3[CH:30]=[CH:29][CH:28]=[CH:27][CH:26]=3)[C:17]2=[O:31])[CH2:10]1)C1C=CC=CC=1.Cl.CN1C2C=CC=CC=2N(CC2OCCNC2)C1=O.[C:51]([OH:58])(=[O:57])/[CH:52]=[CH:53]\[C:54]([OH:56])=[O:55]>C(O)(C)C>[C:51]([OH:58])(=[O:57])/[CH:52]=[CH:53]\[C:54]([OH:56])=[O:55].[C:25]1([N:18]2[C:19]3[C:20](=[N:21][CH:22]=[CH:23][CH:24]=3)[N:16]([CH2:15][CH:11]3[O:12][CH2:13][CH2:14][NH:9][CH2:10]3)[C:17]2=[O:31])[CH:26]=[CH:27][CH:28]=[CH:29][CH:30]=1 |f:0.1,2.3,6.7|. Procedure: 19 g of 4-benzyl-2-(1-phenyl-2,3-dihydro-imidazo(4,5-b)pyridin-2-on-3-yl-methyl)-morpholine hydrochloride are treated in accordance with part (a) of Example 2. The oil obtained is dissolved in hot isopropanol. A hot solution of maleic acid in isopropanol is added. The salt precipitates slowly. Recrystallization from isopropanol gives 5 g of 2-(1-phenyl-2,3-dihydro-imidazo-(4,5-b)pyridin-2-on-3-yl-methyl)-morpholine maleate, m.p. 190° C. The reactants are [H-].[Na+] (NaH), Cl (HCl), CC=1NC2=CC=C(C=C2C1C)C(=O)O (2,3-dimethyl-1H-indole-5-carboxylic acid), BrCC1=CC=C(C=C1)C1(CC1)C(=O)OC (methyl 1-(4-(bromomethyl)phenyl)cyclopropanecarboxylate), [H-].[Na+] (NaH). Run in C(C)(=O)OCC (ethyl acetate), CN(C)C=O (DMF). Run at time 8 hour. Yields the product COC(=O)C1(CC1)C1=CC=C(CN2C(=C(C3=CC(=CC=C23)C(=O)O)C)C)C=C1 (1-(4-(1-(Methoxycarbonyl)cyclopropyl)benzyl)-2,3-dimethyl-1H-indole-5-carboxylic acid). Isolated yield 41.6%. Reaction SMILES: [CH3:1][C:2]1[NH:3][C:4]2[C:9]([C:10]=1[CH3:11])=[CH:8][C:7]([C:12]([OH:14])=[O:13])=[CH:6][CH:5]=2.Br[CH2:16][C:17]1[CH:22]=[CH:21][C:20]([C:23]2([C:26]([O:28][CH3:29])=[O:27])[CH2:25][CH2:24]2)=[CH:19][CH:18]=1.[H-].[Na+].Cl>CN(C=O)C.C(OCC)(=O)C>[CH3:29][O:28][C:26]([C:23]1([C:20]2[CH:19]=[CH:18][C:17]([CH2:16][N:3]3[C:4]4[C:9](=[CH:8][C:7]([C:12]([OH:14])=[O:13])=[CH:6][CH:5]=4)[C:10]([CH3:11])=[C:2]3[CH3:1])=[CH:22][CH:21]=2)[CH2:25][CH2:24]1)=[O:27] |f:2.3|. Reported procedure: To a solution of 2,3-dimethyl-1H-indole-5-carboxylic acid (500 mg, 2.3 mmol) in anhydrous DMF (20 mL) was added methyl 1-(4-(bromomethyl)phenyl)cyclopropanecarboxylate (620 mg) followed by NaH (230 mg). The resulting solution was allowed to stir overnight under argon atmosphere. The remaining NaH was hydrolyzed by the careful addition of a 0.5 N HCl solution. The mixture was diluted with ethyl acetate, washed with a 0.5 N HCl solution and brine, dried on MgSO4, and concentrated. The crude residu... The reactants are C1CCOC1, CCOC(=O)c1ccc(NC(=O)CC(CNS(=O)(=O)c2ccc(C)cc2)c2ccccc2)cc1, CO, [Na+], [OH-]. Product: Cc1ccc(S(=O)(=O)NCC(CC(=O)Nc2ccc(C(=O)O)cc2)c2ccccc2)cc1. As a reaction SMILES: [CH2:39]1[O:40][CH2:41][CH2:42][CH2:43]1.[CH3:1][c:2]1[cH:3][cH:4][c:5]([S:8](=[O:9])(=[O:10])[NH:11][CH2:12][CH:13]([CH2:14][C:15](=[O:16])[NH:17][c:18]2[cH:19][cH:20][c:21]([C:22](=[O:23])[O:24][CH2:25][CH3:26])[cH:27][cH:28]2)[c:29]2[cH:30][cH:31][cH:32][cH:33][cH:34]2)[cH:6][cH:7]1.[CH3:37][OH:38].[Na+:36].[OH-:35]>>[CH3:1][c:2]1[cH:3][cH:4][c:5]([S:8](=[O:9])(=[O:10])[NH:11][CH2:12][CH:13]([CH2:14][C:15](=[O:16])[NH:17][c:18]2[cH:19][cH:20][c:21]([C:22](=[O:23])[OH:24])[cH:27][cH:28]2)[c:29]2[cH:30][cH:31][cH:32][cH:33][cH:34]2)[cH:6][cH:7]1.